This data is from the Open Reaction Database (ORD), a public repository of structured organic reaction records. The task is: describe an organic reaction: reactants, conditions, products, and yield The reactants are [Si](C)(C)(C(C)(C)C)OCC=1C=C(C=CC1Cl)/C=C/C#N ((2E)-3-[3-({[tert-butyl(dimethyl)silyl]oxy}methyl)-4-chlorophenyl]acrylonitrile), benzenesulfonyl hydrazide, [F-].C(CCC)[N+](CCCC)(CCCC)CCCC (tetrabutylammonium fluoride). Solvent: CCOC(=O)C (EtOAc), C1(=CC=CC=C1)C (toluene), C1CCOC1 (THF). Reaction conditions: time 2 hour. Product: ClC1=C(C=C(C=C1)CCC#N)CO (3-[4-Chloro-3-(hydroxymethyl)phenyl]propanenitrile). As a reaction SMILES: [Si]([O:8][CH2:9][C:10]1[CH:11]=[C:12](/[CH:17]=[CH:18]/[C:19]#[N:20])[CH:13]=[CH:14][C:15]=1[Cl:16])(C(C)(C)C)(C)C.[F-].C([N+](CCCC)(CCCC)CCCC)CCC>C1(C)C=CC=CC=1.CCOC(C)=O.C1COCC1>[Cl:16][C:15]1[CH:14]=[CH:13][C:12]([CH2:17][CH2:18][C:19]#[N:20])=[CH:11][C:10]=1[CH2:9][OH:8] |f:1.2|. Reported procedure: To a solution of (2E)-3-[3-({[tert-butyl(dimethyl)silyl]oxy}methyl)-4-chlorophenyl]acrylonitrile from the previous step (1 eq.) in toluene (0.01 M) was added at 80° C. benzenesulfonyl hydrazide (3×1 eq.) over 3 h. The reaction mixture was diluted with EtOAc and washed sequentially with water, sat. aq. NaHCO3 and brine. Drying over MgSO4, filtration and concentration of the filtrate in vacuo afforded a yellow oil. The residue was taken up in THF (0.1 M) and added tetrabutylammonium fluoride (1.0 ... Reactants: BrCC=1C=CC(=NC1)C1=CC=CC=C1 (5-(Bromomethyl)-2-phenylpyridine), N1=CC=C(C=C1)B(O)O (4-pyridineboronic acid). Run at time 30 minute. Product: C1(=CC=CC=C1)C1=NC=C(C=C1)CC1=CC=NC=C1 (2-Phenyl-5-(pyridin-4-ylmethyl)pyridine). Reaction SMILES: Br[CH2:2][C:3]1[CH:4]=[CH:5][C:6]([C:9]2[CH:14]=[CH:13][CH:12]=[CH:11][CH:10]=2)=[N:7][CH:8]=1.[N:15]1[CH:20]=[CH:19][C:18](B(O)O)=[CH:17][CH:16]=1>>[C:9]1([C:6]2[CH:5]=[CH:4][C:3]([CH2:2][C:18]3[CH:19]=[CH:20][N:15]=[CH:16][CH:17]=3)=[CH:8][N:7]=2)[CH:14]=[CH:13][CH:12]=[CH:11][CH:10]=1. Reported procedure: Synthesized using compound 61a (355 mg, 1.43 mmol) and 4-pyridineboronic acid (264 mg, 2.15 mmol) according to Method C. Crude product was purified by flash chromatography on silica-gel using a mixture of hexane/ethyl acetate (2:1) as eluent. After flash chromatography the product was solved in ethyl acetate and a few drops of conc. HCl and water were added. After stirring for 30 minutes the phases were separated and water phase was neutralized with aqueous Na2CO3-solution (2M). After extraction... Reactants: BrC1=CC=C(N1CCCCOC)C(=O)N([C@@H]1CN(C[C@@H](C1)C(=O)N1CCOCC1)C(=O)OC(C)(C)C)CC(C)C (tert-butyl(3S,5R)-3-[{[5-bromo-1-(4-methoxybutyl)-1H-pyrrol-2-yl]carbonyl}(2-methylpropyl)amino]-5-(morpholin-4-ylcarbonyl)piperidine-1-carboxylate), N1=C(C=CC=C1)B(O)O (pyridin-2-ylboronic acid), C([O-])([O-])=O.[Na+].[Na+] (sodium carbonate), C(C)O (ethanol). The reagents and catalysts are C=1C=CC(=CC1)[P](C=2C=CC=CC2)(C=3C=CC=CC3)[Pd]([P](C=4C=CC=CC4)(C=5C=CC=CC5)C=6C=CC=CC6)([P](C=7C=CC=CC7)(C=8C=CC=CC8)C=9C=CC=CC9)[P](C=1C=CC=CC1)(C=1C=CC=CC1)C=1C=CC=CC1 (tetrakis(triphenylphosphine)palladium). Run in O (water), C1(=CC=CC=C1)C (toluene). Conditions: temperature 80 celsius, time 12 hour. Yields the product COCCCCN1C(=CC=C1)C(=O)N([C@@H]1CN(C[C@@H](C1)C(=O)N1CCOCC1)C(=O)OC(C)(C)C)CC(C)C (tert-butyl(3S,5R)-3-[{[1-(4-methoxybutyl)-1H-pyrrol-2-yl]carbonyl}(2-methylpropyl)amino]-5-(morpholin-4-ylcarbonyl)piperidine-1-carboxylate). The yield is 124.8%. Reaction SMILES: Br[C:2]1[N:6]([CH2:7][CH2:8][CH2:9][CH2:10][O:11][CH3:12])[C:5]([C:13]([N:15]([CH2:37][CH:38]([CH3:40])[CH3:39])[C@H:16]2[CH2:21][C@@H:20]([C:22]([N:24]3[CH2:29][CH2:28][O:27][CH2:26][CH2:25]3)=[O:23])[CH2:19][N:18]([C:30]([O:32][C:33]([CH3:36])([CH3:35])[CH3:34])=[O:31])[CH2:17]2)=[O:14])=[CH:4][CH:3]=1.N1C=CC=CC=1B(O)O.C(=O)([O-])[O-].[Na+].[Na+].C(O)C>C1C=CC([P]([Pd]([P](C2C=CC=CC=2)(C2C=CC=CC=2)C2C=CC=CC=2)([P](C2C=CC=CC=2)(C2C=CC=CC=2)C2C=CC=CC=2)[P](C2C=CC=CC=2)(C2C=CC=CC=2)C2C=CC=CC=2)(C2C=CC=CC=2)C2C=CC=CC=2)=CC=1.O.C1(C)C=CC=CC=1>[CH3:12][O:11][CH2:10][CH2:9][CH2:8][CH2:7][N:6]1[CH:2]=[CH:3][CH:4]=[C:5]1[C:13]([N:15]([CH2:37][CH:38]([CH3:40])[CH3:39])[C@H:16]1[CH2:21][C@@H:20]([C:22]([N:24]2[CH2:25][CH2:26][O:27][CH2:28][CH2:29]2)=[O:23])[CH2:19][N:18]([C:30]([O:32][C:33]([CH3:34])([CH3:35])[CH3:36])=[O:31])[CH2:17]1)=[O:14] |f:2.3.4,^1:62,64,83,102|. Procedure details: A mixture of tert-butyl(3S,5R)-3-[{[5-bromo-1-(4-methoxybutyl)-1H-pyrrol-2-yl]carbonyl}(2-methylpropyl)amino]-5-(morpholin-4-ylcarbonyl)piperidine-1-carboxylate (220 mg), pyridin-2-ylboronic acid (65 mg), sodium carbonate (370 mg), tetrakis(triphenylphosphine)palladium (40 mg), ethanol (2 ml), toluene (2 ml) and water (2 ml) was stirred at 80° C. for 12 hr. The solvent was evaporated under reduced pressure. The residue was dissolved in ethyl acetate-water, and the organic layer was washed with s... The reactants are CCn1c(=O)c2c(nc(C=Cc3cc(OC)ccc3S(=O)(=O)O)n2C)n(CC)c1=O, N. Product: CCn1c(=O)c2c(nc(C=Cc3cc(OC)ccc3S(N)(=O)=O)n2C)n(CC)c1=O. RXN SMILES: [CH2:1]([CH3:2])[n:3]1[c:4](=[O:5])[n:6]([CH2:29][CH3:30])[c:7]2[n:8][c:9]([CH:15]=[CH:16][c:17]3[c:18]([S:25](=[O:26])(=[O:27])[OH:28])[cH:19][cH:20][c:21]([O:23][CH3:24])[cH:22]3)[n:10]([CH3:14])[c:11]2[c:12]1=[O:13].[NH3:31]>>[CH2:1]([CH3:2])[n:3]1[c:4](=[O:5])[n:6]([CH2:29][CH3:30])[c:7]2[n:8][c:9]([CH:15]=[CH:16][c:17]3[c:18]([S:25](=[O:26])(=[O:27])[NH2:31])[cH:19][cH:20][c:21]([O:23][CH3:24])[cH:22]3)[n:10]([CH3:14])[c:11]2[c:12]1=[O:13]. Yields the product COC(=O)C=1C(=C2C=C(C(N(C2=C(N1)C)CC1=CC=CC=C1)=O)CC1=CC=CC=C1)O (1,3-Dibenzyl-5-hydroxy-8-methyl-2-oxo-1,2-dihydro-[1,7]naphthyridine-6-carboxylic acid methyl ester). Solvent: CN(C)C=O (DMF), [Cl-].[Na+].O (brine). Starting materials: COC(=O)C=1C(=C2C=C(C(N(C2=C(N1)Br)CC1=CC=CC=C1)=O)CC1=CC=CC=C1)O (1,3-dibenzyl-8-bromo-5-hydroxy-2-oxo-1,2-dihydro-[1,7]naphthyridine-6-carboxylic acid methyl ester), C[Sn](C)(C)C (tetramethyltin), CCOC(=O)C (EtOAc), Cl (HCl). Run at temperature 120 celsius. The yield is 62.3%. Reagents/catalysts: Cl[Pd]([P](C1=CC=CC=C1)(C2=CC=CC=C2)C3=CC=CC=C3)([P](C4=CC=CC=C4)(C5=CC=CC=C5)C6=CC=CC=C6)Cl (PdCl2(PPh3)2). Reported procedure: A mixture of 1,3-dibenzyl-8-bromo-5-hydroxy-2-oxo-1,2-dihydro-[1,7]naphthyridine-6-carboxylic acid methyl ester (150 mg, 0.31 mmol), tetramethyltin (0.22 mL, 1.57 mmol) and PdCl2(PPh3)2 (44 mg, 0.063 mmol) in 5 mL of DMF was heated at 120° C. for 2 h under nitrogen atmosphere. After the mixture was cooled to r.t., EtOAc (50 mL) and brine (10 mL) were added. 1M HCl was added with stirring until pH was about 2. The aqueous layer was extracted with additional EtOAc, and the combined organic layer w... As a reaction SMILES: [CH3:1][O:2][C:3]([C:5]1[C:6]([OH:31])=[C:7]2[C:12](=[C:13](Br)[N:14]=1)[N:11]([CH2:16][C:17]1[CH:22]=[CH:21][CH:20]=[CH:19][CH:18]=1)[C:10](=[O:23])[C:9]([CH2:24][C:25]1[CH:30]=[CH:29][CH:28]=[CH:27][CH:26]=1)=[CH:8]2)=[O:4].[CH3:32][Sn](C)(C)C.CCOC(C)=O.Cl>CN(C=O)C.[Cl-].[Na+].O.Cl[Pd](Cl)([P](C1C=CC=CC=1)(C1C=CC=CC=1)C1C=CC=CC=1)[P](C1C=CC=CC=1)(C1C=CC=CC=1)C1C=CC=CC=1>[CH3:1][O:2][C:3]([C:5]1[C:6]([OH:31])=[C:7]2[C:12](=[C:13]([CH3:32])[N:14]=1)[N:11]([CH2:16][C:17]1[CH:22]=[CH:21][CH:20]=[CH:19][CH:18]=1)[C:10](=[O:23])[C:9]([CH2:24][C:25]1[CH:30]=[CH:29][CH:28]=[CH:27][CH:26]=1)=[CH:8]2)=[O:4] |f:5.6.7,^1:54,73|. Reagents/catalysts: [Zn] (Zinc). The product is NC1=C(OC2=NC(=NC=C2Cl)NC2=C(C=C(C=C2)N2CCN(CC2)C(C)=O)OC)C=CC=C1 (1-(4-(4-(4-(2-aminophenoxy)-5-chloropyrimidin-2-ylamino)-3-methoxy phenyl)piperazin-1-yl)ethanone). Reported procedure: To a stirred solution of 1-(4-(4-(5-chloro-4-(2-nitrophenoxy)pyrimidin-2-ylamino)-3-methoxyphenyl)piperazin-1-yl)ethanone (140 mg, 0.28 mmol) in 1,4-dioxane:water (10 mL:4 mL), Zinc dust (81 mg, 1.4 mmol) and ammonium chloride (74 mg, 1.4 mmol) were added, and the mixture was stirred at rt for 30 min. TLC showed completion of starting material (TLC system:5% methanol in chloroform (Rf): 0.3). The reaction mixture was filtered, concentrated, diluted with water (20 mL) and extracted with ethyl ace... Run at time 30 minute. RXN SMILES: [Cl:1][C:2]1[C:3]([O:26][C:27]2[CH:32]=[CH:31][CH:30]=[CH:29][C:28]=2[N+:33]([O-])=O)=[N:4][C:5]([NH:8][C:9]2[CH:14]=[CH:13][C:12]([N:15]3[CH2:20][CH2:19][N:18]([C:21](=[O:23])[CH3:22])[CH2:17][CH2:16]3)=[CH:11][C:10]=2[O:24][CH3:25])=[N:6][CH:7]=1.O.[Cl-].[NH4+].CO>O1CCOCC1.C(Cl)(Cl)Cl.[Zn]>[NH2:33][C:28]1[CH:29]=[CH:30][CH:31]=[CH:32][C:27]=1[O:26][C:3]1[C:2]([Cl:1])=[CH:7][N:6]=[C:5]([NH:8][C:9]2[CH:14]=[CH:13][C:12]([N:15]3[CH2:20][CH2:19][N:18]([C:21](=[O:23])[CH3:22])[CH2:17][CH2:16]3)=[CH:11][C:10]=2[O:24][CH3:25])[N:4]=1 |f:2.3|. Starting materials: ClC=1C(=NC(=NC1)NC1=C(C=C(C=C1)N1CCN(CC1)C(C)=O)OC)OC1=C(C=CC=C1)[N+](=O)[O-] (1-(4-(4-(5-chloro-4-(2-nitrophenoxy)pyrimidin-2-ylamino)-3-methoxyphenyl)piperazin-1-yl)ethanone), O (water), [Cl-].[NH4+] (ammonium chloride), CO (methanol). Run in O1CCOCC1 (1,4-dioxane), C(Cl)(Cl)Cl (chloroform).